The task is: describe an organic reaction: reactants, conditions, products, and yield. This data is from the Open Reaction Database (ORD), a public repository of structured organic reaction records. Reaction conditions: time 6 hour. Reactants: [Cr](=O)(=O)([O-])Cl.[NH+]1=CC=CC=C1 (Pyridinium chlorochromate), CC(C)=CCCC(CC(CCCCCCCCCC=C)O)C (2,6-dimethyl-nonadeca-2,18-dien-8-ol). Isolated yield 84.4%. Yields the product CC(C)=CCCC(CC(CCCCCCCCCC=C)=O)C (2,6-dimethyl-nonadeca-2,18-dien-8-one). Run in ClCCl (dichloromethane). As a reaction SMILES: [Cr](Cl)([O-])(=O)=O.[NH+]1C=CC=CC=1.[CH3:12][C:13](=[CH:15][CH2:16][CH2:17][CH:18]([CH3:33])[CH2:19][CH:20]([OH:32])[CH2:21][CH2:22][CH2:23][CH2:24][CH2:25][CH2:26][CH2:27][CH2:28][CH2:29][CH:30]=[CH2:31])[CH3:14]>ClCCl>[CH3:14][C:13](=[CH:15][CH2:16][CH2:17][CH:18]([CH3:33])[CH2:19][C:20](=[O:32])[CH2:21][CH2:22][CH2:23][CH2:24][CH2:25][CH2:26][CH2:27][CH2:28][CH2:29][CH:30]=[CH2:31])[CH3:12] |f:0.1|. Reported procedure: Pyridinium chlorochromate (15 g, 0.07 mol) was added to a solution of 2,6-dimethyl-nonadeca-2,18-dien-8-ol (18 g, 0.058 mol, prepared as above in EXAMPLE III) in dichloromethane (100 mL) and stirred at room temperature for 6 hours. Silica gel (˜15 g) was added to the reaction mixture, and the resulting mixture was concentrated via rotary evaporation. The crude concentrated mixture was scrapped away from the flask with a spatula and filtered through a silica gel plug using ethyl acetate (100%). T... The reactants are COc1ccccc1N, O=C1Cc2cc(S(=O)(=O)Cl)ccc2N1, ClCCl, c1ccncc1. The product is COc1ccccc1NS(=O)(=O)c1ccc2c(c1)CC(=O)N2. As a reaction SMILES: [CH3:15][O:16][c:17]1[c:18]([NH2:23])[cH:19][cH:20][cH:21][cH:22]1.[Cl:1][S:2](=[O:3])(=[O:4])[c:5]1[cH:6][c:7]2[c:11]([cH:12][cH:13]1)[NH:10][C:9](=[O:14])[CH2:8]2.[Cl:30][CH2:31][Cl:32].[cH:24]1[cH:25][cH:26][n:27][cH:28][cH:29]1>>[S:2](=[O:3])(=[O:4])([c:5]1[cH:6][c:7]2[c:11]([cH:12][cH:13]1)[NH:10][C:9](=[O:14])[CH2:8]2)[NH:23][c:18]1[c:17]([O:16][CH3:15])[cH:22][cH:21][cH:20][cH:19]1. Starting materials: CC(C)(C)OC(=O)NC1(c2ccc(-c3c(-c4ccccc4)oc4c(N5CCOCC5)cccc4c3=O)cc2)CCC1, CO, Cl, O=C(O)C(F)(F)F, NC1(c2ccc(-c3c(-c4ccccc4)oc4ccc(F)cc4c3=O)cc2)CCC1, O. The product is Cl, NC1(c2ccc(-c3c(-c4ccccc4)oc4c(N5CCOCC5)cccc4c3=O)cc2)CCC1. Reaction SMILES: [C:30]([O:31][C:32](=[O:33])[NH:36][C:37]1([c:41]2[cH:42][cH:43][c:44](-[c:47]3[c:48](-[c:64]4[cH:65][cH:66][cH:67][cH:68][cH:69]4)[o:49][c:50]4[c:51]([N:58]5[CH2:59][CH2:60][O:61][CH2:62][CH2:63]5)[cH:52][cH:53][cH:54][c:55]4[c:56]3=[O:57])[cH:45][cH:46]2)[CH2:38][CH2:39][CH2:40]1)([CH3:34])([CH3:35])[CH3:70].[CH3:79][OH:80].[ClH:78].[F:71][C:72]([F:73])([F:74])[C:75]([OH:76])=[O:77].[NH2:1][C:2]1([c:3]2[cH:4][cH:5][c:6](-[c:7]3[c:8](=[O:9])[c:10]4[c:11]([cH:12][cH:13][c:14]([F:15])[cH:16]4)[o:17][c:18]3-[c:19]3[cH:20][cH:21][cH:22][cH:23][cH:24]3)[cH:25][cH:26]2)[CH2:27][CH2:28][CH2:29]1.[OH2:81]>>[ClH:78].[NH2:36][C:37]1([c:41]2[cH:42][cH:43][c:44](-[c:47]3[c:48](-[c:64]4[cH:65][cH:66][cH:67][cH:68][cH:69]4)[o:49][c:50]4[c:51]([N:58]5[CH2:59][CH2:60][O:61][CH2:62][CH2:63]5)[cH:52][cH:53][cH:54][c:55]4[c:56]3=[O:57])[cH:45][cH:46]2)[CH2:38][CH2:39][CH2:40]1. Reactants: C(C)C(C(N1C=NC=C1)C1=CC2=C(N=C(S2)N)C=C1)CC (6-(2-Ethyl-1-(1H-imidazol-1-yl)butyl)benzo[d]thiazol-2-amine), CN(C(C(N1C=NC=C1)C1=CC2=C(N=C(S2)N)C=C1)CC)C (6-(2-(Dimethylamino)-1-(1H-imidazol-1-yl)butyl)benzo[d]thiazol-2-amine), ClC=1SC2=C(N1)C=CC(=C2)C(C(CC)N(C)CC)N2C=NC=C2 (1-(2-Chlorobenzo[d]thiazol-6-yl)-N-ethyl-1-(1H-imidazol-1-yl)-N-methylbutan-2-amine), C(C)N(C(C(N1C=NC=C1)C1=CC2=C(N=C(S2)N)C=C1)CC)C (6-(2-(ethyl(methyl)amino)-1-(1H-imidazol-1-yl)butyl)benzo[d]thiazol-2-amine), CN(C(C(N1C=NC=C1)C1=CC2=C(N=C(S2)NC(=O)N)C=C1)CC)C (1-(6-(2-(Dimethylamino)-1-(1H-imidazol-1-yl)butyl)benzo[d]thiazol-2-yl)urea), CN(C(C(N1C=NC=C1)C1=CC2=C(N=C(S2)C(=O)N)C=C1)CC)C (6-(2-(Dimethylamino)-1-(1H-imidazol-1-yl)butyl)benzo[d]thiazole-2-carboxamide), S1C=NC2=C1C=C(C=C2)C(C(CC)N(C)C)N2C=NC=C2 (1-(Benzo[d]thiazol-6-yl)-1-(1H-imidazol-1-yl)-N,N-dimethylbutan-2-amine), BrC=1SC2=C(N1)C=CC(=C2)C(C(CC)N(C)CC)N2C=NC=C2 (1-(2-Bromobenzo[d]thiazol-6-yl)-N-ethyl-1-(1H-imidazol-1-yl)-N-methylbutan-2-amine), CN(C(C(N1C=NC=C1)C1=CC2=C(N=C(S2)C(OC)=N)C=C1)CC)C (Methyl 6-(2-(dimethylamino)-1-(1H-imidazol-1-yl)butyl)benzo[d]thiazole-2-carbimidate), BrC=1SC2=C(N1)C=CC(=C2)C(C(CC)N(C)C)N2C=NC=C2 (1-(2-Bromobenzo[d]thiazol-6-yl)-1-(1H-imidazol-1-yl)-N,N-dimethylbutan-2-amine), CN(C(C(N1C=NC=C1)C1=CC2=C(N=C(S2)C(=O)OC)C=C1)CC)C (Methyl 6-(2-(dimethylamino)-1-(1H-imidazol-1-yl)butyl)benzo[d]thiazole-2-carboxylate), C(C)N(C(C(N1C=NC=C1)C1=CC2=C(N=C(S2)NC(C)=O)C=C1)CC)C (N-(6-(2-(ethyl(methyl)amino)-1-(1H-imidazol-1-yl)butyl)benzo[d]thiazol-2-yl)acetamide). Yields the product BrC=1SC2=C(N1)C=CC(=C2)C(C(CC)CC)N2C=NC=C2 (2-Bromo-6-(2-ethyl-1-(1H-imidazol-1-yl)butyl)benzo[d]thiazole). Reaction SMILES: [CH2:1]([CH:3]([CH2:20][CH3:21])[CH:4]([C:10]1[CH:19]=[CH:18][C:13]2[N:14]=[C:15](N)[S:16][C:12]=2[CH:11]=1)[N:5]1[CH:9]=[CH:8][N:7]=[CH:6]1)[CH3:2].[Br:22]C1SC2C=C(C(N3C=CN=C3)C(N(C)C)CC)C=CC=2N=1.CN(C)C(CC)C(C1C=CC2N=C(C(OC)=O)SC=2C=1)N1C=CN=C1.CN(C)C(CC)C(C1C=CC2N=C(N)SC=2C=1)N1C=CN=C1.CN(C)C(CC)C(C1C=CC2N=C(NC(N)=O)SC=2C=1)N1C=CN=C1.C(N(C)C(CC)C(C1C=CC2N=C(NC(=O)C)SC=2C=1)N1C=CN=C1)C.CN(C)C(CC)C(C1C=CC2N=C(C(=N)OC)SC=2C=1)N1C=CN=C1.CN(C)C(CC)C(C1C=CC2N=C(C(N)=O)SC=2C=1)N1C=CN=C1.BrC1SC2C=C(C(N3C=CN=C3)C(N(CC)C)CC)C=CC=2N=1.ClC1SC2C=C(C(N3C=CN=C3)C(N(CC)C)CC)C=CC=2N=1.S1C2C=C(C(N3C=CN=C3)C(N(C)C)CC)C=CC=2N=C1.C(N(C)C(CC)C(C1C=CC2N=C(N)SC=2C=1)N1C=CN=C1)C>>[Br:22][C:15]1[S:16][C:12]2[CH:11]=[C:10]([CH:4]([N:5]3[CH:9]=[CH:8][N:7]=[CH:6]3)[CH:3]([CH2:20][CH3:21])[CH2:1][CH3:2])[CH:19]=[CH:18][C:13]=2[N:14]=1. Reported procedure: 6-(2-Ethyl-1-(1H-imidazol-1-yl)butyl)benzo[d]thiazol-2-amine; 1-(2-Bromobenzo[d]thiazol-6-yl)-1-(1H-imidazol-1-yl)-N,N-dimethylbutan-2-amine; Methyl 6-(2-(dimethylamino)-1-(1H-imidazol-1-yl)butyl)benzo[d]thiazole-2-carboxylate; 6-(2-(Dimethylamino)-1-(1H-imidazol-1-yl)butyl)benzo[d]thiazol-2-amine: 1-(6-(2-(Dimethylamino)-1-(1H-imidazol-1-yl)butyl)benzo[d]thiazol-2-yl)urea; N-(6-(2-(ethyl(methyl)amino)-1-(1H-imidazol-1-yl)butyl)benzo[d]thiazol-2-yl)acetamide; Methyl 6-(2-(dimethylamino)-1-(1H-im... The reactants are CN1CCN(CC1)C=1OC2=C(N1)C=CC(=C2)OC (2-(4-methyl-1-piperazinyl)-6-methoxybenzoxazole), C(C=C)I (allyl iodide). The solvent is C1CCOC1 (THF). Reaction conditions: time 1 hour. Product: [I-].C(C=C)[N+]1(CCN(CC1)C=1OC2=C(N1)C=CC(=C2)OC)C (1-Allyl-1-methyl-4-(6-methoxybenzoxazol-2-yl)piperazinium iodide). Reaction SMILES: [CH3:1][N:2]1[CH2:7][CH2:6][N:5]([C:8]2[O:9][C:10]3[CH:16]=[C:15]([O:17][CH3:18])[CH:14]=[CH:13][C:11]=3[N:12]=2)[CH2:4][CH2:3]1.[CH2:19]([I:22])[CH:20]=[CH2:21]>C1COCC1>[I-:22].[CH2:19]([N+:2]1([CH3:1])[CH2:7][CH2:6][N:5]([C:8]2[O:9][C:10]3[CH:16]=[C:15]([O:17][CH3:18])[CH:14]=[CH:13][C:11]=3[N:12]=2)[CH2:4][CH2:3]1)[CH:20]=[CH2:21] |f:3.4|. Procedure details: A 50 mg portion of 2-(4-methyl-1-piperazinyl)-6-methoxybenzoxazole was dissolved in 5 ml of THF. Under cooling with ice, 0.03 ml of allyl iodide was added to the thus prepared solution, and the reaction was carried out for 1 hour at the same temperature followed by reflux for 16 hours under heating. The reaction mixture was concentrated under a reduced pressure, and the resulting residue was dissolved in 100 ml of ethyl acetate, extracted twice with 100 ml of water and then lyophilized to obtain... Reactants: C(\C=C\C(=O)[O-])(=O)OCC (mono ethyl fumarate), FC(C(=O)O)(F)F (trifluoroacetic acid), C(C1=CC=CC=C1)N(COC)[Si](C)(C)C (N-benzyl-N-(methoxymethyl)trimethylsilyl amine). Run in C(Cl)Cl (methylene chloride). Run at temperature 0 celsius, time 30 minute. Product: C(C)OC(=O)[C@@H]1CN(C[C@H]1C(=O)O)CC1=CC=CC=C1 ((3S*,4S*)-1-Benzyl-pyrrolidine-3,4-dicarboxylic acid monoethyl ester). RXN SMILES: [C:1]([O:8][CH2:9][CH3:10])(=[O:7])/[CH:2]=[CH:3]/[C:4]([O-:6])=[O:5].F[C:12](F)(F)C(O)=O.[CH2:18]([N:25]([Si](C)(C)C)[CH2:26]OC)[C:19]1[CH:24]=[CH:23][CH:22]=[CH:21][CH:20]=1>C(Cl)Cl>[CH2:9]([O:8][C:1]([C@H:2]1[C@H:3]([C:4]([OH:6])=[O:5])[CH2:26][N:25]([CH2:18][C:19]2[CH:24]=[CH:23][CH:22]=[CH:21][CH:20]=2)[CH2:12]1)=[O:7])[CH3:10]. Procedure: To a stirred solution of mono ethyl fumarate (2.85 g, 19.8 mmol) and trifluoroacetic acid (1.98 mmol, 0.15 mL) in methylene chloride (50 mL), N-benzyl-N-(methoxymethyl)trimethylsilyl amine (Aldrich) (9.41 g, 39.6 mmol) is added at 0° C. under N2. The mixture is stirred at 0° C. for 30 min and then at RT over 48 h. The crude material is concentrated and purified by flash chromatography on silica gel (eluent: CH2Cl2/MeOH 85:15 to 85:15+2% NH4OH) to give the title compound. MS (LC-MS): 278.0 [M+H]+... The product is O=Cc1ccc(OCc2ccccc2)c2oc3ccccc3c12. As a reaction SMILES: [Br:23][CH2:24][c:25]1[cH:26][cH:27][cH:28][cH:29][cH:30]1.[C:17](=[O:18])([O-:19])[O-:20].[K+:21].[K+:22].[O:31]=[CH:32][N:33]([CH3:34])[CH3:35].[OH2:36].[OH:1][c:2]1[cH:3][cH:4][c:5]([CH:15]=[O:16])[c:6]2[c:7]1[o:8][c:9]1[c:10]2[cH:11][cH:12][cH:13][cH:14]1>>[O:1]([c:2]1[cH:3][cH:4][c:5]([CH:15]=[O:16])[c:6]2[c:7]1[o:8][c:9]1[c:10]2[cH:11][cH:12][cH:13][cH:14]1)[CH2:24][c:25]1[cH:26][cH:27][cH:28][cH:29][cH:30]1. The reactants are BrCc1ccccc1, O=C([O-])[O-], [K+], [K+], CN(C)C=O, O, O=Cc1ccc(O)c2oc3ccccc3c12. The reactants are C1CCOC1, COCCO, ClCc1cccc(OCc2ccc3ccccc3n2)c1, Cl, [H-], [Na+], O. The product is COCCOCc1cccc(OCc2ccc3ccccc3n2)c1. RXN SMILES: [CH2:30]1[O:31][CH2:32][CH2:33][CH2:34]1.[CH3:1][O:2][CH2:3][CH2:4][OH:5].[Cl:9][CH2:10][c:11]1[cH:12][c:13]([O:14][CH2:15][c:16]2[n:17][c:18]3[cH:19][cH:20][cH:21][cH:22][c:23]3[cH:24][cH:25]2)[cH:26][cH:27][cH:28]1.[ClH:8].[H-:7].[Na+:6].[OH2:29]>>[CH3:1][O:2][CH2:3][CH2:4][O:5][CH2:10][c:11]1[cH:12][c:13]([O:14][CH2:15][c:16]2[n:17][c:18]3[cH:19][cH:20][cH:21][cH:22][c:23]3[cH:24][cH:25]2)[cH:26][cH:27][cH:28]1.